From a dataset of the Open Reaction Database (ORD), a public repository of structured organic reaction records. describe an organic reaction: reactants, conditions, products, and yield Starting materials: O=C([O-])[O-], CC(=O)[O-], CC(=O)[O-], CCn1nc(C)cc1N, CC(=O)O, [Cu+2], [K+], [K+], CN(C)C=O, O, O=C(O)c1ccccc1I. Product: CCn1nc(C)cc1Nc1ccccc1C(=O)O. RXN SMILES: [C:25](=[O:26])([O-:27])[O-:28].[C:31]([O-:32])(=[O:33])[CH3:34].[C:36]([O-:37])(=[O:38])[CH3:39].[CH2:11]([CH3:12])[n:13]1[n:14][c:15]([CH3:19])[cH:16][c:17]1[NH2:18].[CH3:40][C:41](=[O:42])[OH:43].[Cu+2:35].[K+:29].[K+:30].[O:20]=[CH:21][N:22]([CH3:23])[CH3:24].[OH2:44].[OH:1][C:2](=[O:3])[c:4]1[cH:5][cH:6][cH:7][cH:8][c:9]1[I:10]>>[OH:1][C:2](=[O:3])[c:4]1[cH:5][cH:6][cH:7][cH:8][c:9]1[NH:18][c:17]1[n:13]([CH2:11][CH3:12])[n:14][c:15]([CH3:19])[cH:16]1. Product: Cc1ccc(-c2oncc2C(=O)N2CCC(c3cccnc3)C2)cc1. Reaction SMILES: [CH3:1][c:2]1[cH:3][cH:4][c:5](-[c:8]2[c:9]([C:13](=[O:14])[Cl:15])[cH:10][n:11][o:12]2)[cH:6][cH:7]1.[Cl:27][CH2:28][Cl:29].[NH:16]1[CH2:17][CH:18]([c:21]2[cH:22][n:23][cH:24][cH:25][cH:26]2)[CH2:19][CH2:20]1>>[CH3:1][c:2]1[cH:3][cH:4][c:5](-[c:8]2[c:9]([C:13](=[O:14])[N:16]3[CH2:17][CH:18]([c:21]4[cH:22][n:23][cH:24][cH:25][cH:26]4)[CH2:19][CH2:20]3)[cH:10][n:11][o:12]2)[cH:6][cH:7]1. The reactants are Cc1ccc(-c2oncc2C(=O)Cl)cc1, ClCCl, c1cncc(C2CCNC2)c1. Reactants: C1(CCCCC1)=C(C(=O)N)C#N (cyclohexylidenecyanoacetamide), [Na] (sodium), C(C)O (ethanol), [Na] (sodium), C(C)C(C(=O)[O-])(C(=O)[O-])CC (diethylmalonate), Cl (HCl). The product is C(#N)C1C(NC(C(C12CCCCC2)C(=O)OCC)=O)=O (ethyl 5-cyano-2,4-dioxo-3-azaspiro[5,5]undecane-1-carboxylate). Reported procedure: 0.69 g of sodium metal are suspended in 30 ml of anhydrous ethanol in a 100 ml flask equipped with a magnetic stirrer, thermometer and condenser, in a nitrogen atmosphere. When the sodium has dissolved, 4.8 g of diethylmalonate are added followed, after 15 minutes, by 4.92 g of cyclohexylidenecyanoacetamide. The mixture is left for 1 hour under agitation at 25° C. and then acidified with 36% HCl. The solid obtained is filtered off and dried under vacuum. 6.84 g of ethyl 5-cyano-2,4-dioxo-3-azasp... Reaction SMILES: [Na].C([C:4](CC)([C:8]([O-:10])=O)[C:5]([O-:7])=[O:6])C.[C:13]1(=[C:19]([C:23]#[N:24])[C:20]([NH2:22])=[O:21])[CH2:18][CH2:17][CH2:16][CH2:15][CH2:14]1.Cl.[CH2:26](O)[CH3:27]>>[C:23]([CH:19]1[C:13]2([CH2:18][CH2:17][CH2:16][CH2:15][CH2:14]2)[CH:4]([C:5]([O:7][CH2:26][CH3:27])=[O:6])[C:8](=[O:10])[NH:22][C:20]1=[O:21])#[N:24] |^1:0|. Reaction conditions: time 1 hour. Reactants: NC=1SC(=CC1C(=O)N)C1=C(C=C(C=C1F)C(C)(C)O)F (2-amino-5-[2,6-difluoro-4-(1-hydroxy-1-methylethyl)phenyl]thiophene-3-carboxamide), ClC1=CC=C(C(=N1)C)C1=NC(=NO1)CCO (2-[5-(6-chloro-2-methylpyridin-3-yl)-1,2,4-oxadiazol-3-yl]ethanol). Yields the product FC1=C(C(=CC(=C1)C(C)(C)O)F)C1=CC(=C(S1)NC1=NC(=C(C=C1)C1=NC(=NO1)CCO)C)C(=O)N (5-[2,6-Difluoro-4-(1-hydroxy-1-methylethyl)phenyl]-2-({5-[3-(2-hydroxyethyl)-1,2,4-oxadiazol-5-yl]-6-methylpyridin-2-yl}amino)thiophene-3-carboxamide). As a reaction SMILES: [NH2:1][C:2]1[S:3][C:4]([C:10]2[C:15]([F:16])=[CH:14][C:13]([C:17]([OH:20])([CH3:19])[CH3:18])=[CH:12][C:11]=2[F:21])=[CH:5][C:6]=1[C:7]([NH2:9])=[O:8].Cl[C:23]1[N:28]=[C:27]([CH3:29])[C:26]([C:30]2[O:34][N:33]=[C:32]([CH2:35][CH2:36][OH:37])[N:31]=2)=[CH:25][CH:24]=1>>[F:16][C:15]1[CH:14]=[C:13]([C:17]([OH:20])([CH3:18])[CH3:19])[CH:12]=[C:11]([F:21])[C:10]=1[C:4]1[S:3][C:2]([NH:1][C:23]2[CH:24]=[CH:25][C:26]([C:30]3[O:34][N:33]=[C:32]([CH2:35][CH2:36][OH:37])[N:31]=3)=[C:27]([CH3:29])[N:28]=2)=[C:6]([C:7]([NH2:9])=[O:8])[CH:5]=1. Procedure: The title compound was prepared as described in Example 1 using 2-amino-5-[2,6-difluoro-4-(1-hydroxy-1-methylethyl)phenyl]thiophene-3-carboxamide (51 mg, 0.17 mmol) and 2-[5-(6-chloro-2-methylpyridin-3-yl)-1,2,4-oxadiazol-3-yl]ethanol (40 mg, 0.17 mmol) as starting materials. As a reaction SMILES: C([O:8][NH:9][C:10]([C:12]1[C:17]([O:18]CC2C=CC=CC=2)=[C:16]([CH2:26][OH:27])[C:15]([C:28]([NH:30][CH2:31][C:32]2[CH:37]=[CH:36][C:35]([F:38])=[CH:34][CH:33]=2)=[O:29])=[CH:14][N:13]=1)=[O:11])C1C=CC=CC=1>[Pd].CO>[F:38][C:35]1[CH:34]=[CH:33][C:32]([CH2:31][NH:30][C:28]([C:15]2[C:16]([CH2:26][OH:27])=[C:17]([OH:18])[C:12]([C:10]([NH:9][OH:8])=[O:11])=[N:13][CH:14]=2)=[O:29])=[CH:37][CH:36]=1. Procedure details: The product of example 1, N2,3-bis(benzyloxy)-N5-(4-fluorobenzyl)-4-(hydroxymethyl)pyridine-2,5-dicarboxamide, (0.170 g, 0.330 mmol, 1 eq) and 10% Pd/C catalyst (5 mg) were stirred in 4.0 mL of methanol under an atmosphere of hydrogen for 1 hour. The catalyst was filtered and the reaction mixture was concentrated under vacuum yielding 0.100 g of N5-(4-fluorobenzyl)-N2,3-dihydroxy-4-(hydroxymethyl)pyridine-2,5-dicarboxamide (90% yield) as a white solid; 1H-NMR (400 MHz, MeOD): δ=8.17 (s, 1H), 7.4... Reactants: C(C1=CC=CC=C1)ONC(=O)C1=NC=C(C(=C1OCC1=CC=CC=C1)CO)C(=O)NCC1=CC=C(C=C1)F (N2,3-bis(benzyloxy)-N5-(4-fluorobenzyl)-4-(hydroxymethyl)pyridine-2,5-dicarboxamide), C(C1=CC=CC=C1)ONC(=O)C1=NC=C(C(=C1OCC1=CC=CC=C1)CO)C(=O)NCC1=CC=C(C=C1)F (N2,3-bis(benzyloxy)-N5-(4-fluorobenzyl)-4-(hydroxymethyl)pyridine-2,5-dicarboxamide). Isolated yield 90.0%. Solvent: CO (methanol). Product: FC1=CC=C(CNC(=O)C=2C(=C(C(=NC2)C(=O)NO)O)CO)C=C1 (N5-(4-fluorobenzyl)-N2,3-dihydroxy-4-(hydroxymethyl)pyridine-2,5-dicarboxamide). Reagents/catalysts: [Pd] (Pd/C). Reactants: CC1(CC(C=2C(=C(SC2S(=O)C)C2=NNC=C2)C1)=O)C (6,6-dimethyl-3-methanesulphinyl-1-(pyrazol-3-yl)-4,5,6,7-tetrahydrobenzo[c]thiophen-4-one), [H-].[Na+] (sodium hydride), C1(CCC1)O (cyclobutanol), 2h. The solvent is C1CCOC1 (THF). Yields the product C1(CCC1)OC1=C2C(=C(S1)C1=NNC=C1)CC(CC2=O)(C)C (3-Cyclobutoxy-6,6-dimethyl-1-(pyrazol-3-yl)-4,5,6,7-tetrahydrobenzo[c]thiophen-4-one). Isolated yield 12.0%. RXN SMILES: [CH3:1][C:2]1([CH3:20])[CH2:18][C:6]2=[C:7]([C:13]3[CH:17]=[CH:16][NH:15][N:14]=3)[S:8][C:9](S(C)=O)=[C:5]2[C:4](=[O:19])[CH2:3]1.[H-].[Na+].[CH:23]1([OH:27])[CH2:26][CH2:25][CH2:24]1>C1COCC1>[CH:23]1([O:27][C:9]2[S:8][C:7]([C:13]3[CH:17]=[CH:16][NH:15][N:14]=3)=[C:6]3[CH2:18][C:2]([CH3:20])([CH3:1])[CH2:3][C:4](=[O:19])[C:5]=23)[CH2:26][CH2:25][CH2:24]1 |f:1.2|. Reported procedure: To a solution of 6,6-dimethyl-3-methanesulphinyl-1-(pyrazol-3-yl)-4,5,6,7-tetrahydrobenzo[c]thiophen-4-one (178 mg, 0.59 mmol) in cyclobutanol (1 mL) and THF (3 mL) was added sodium hydride (70 mg of a 60% dispersion in oil, 1.76 mmol). After effervescence had ceased the mixture was heated at 95° C. for 2h before the solvent was evaporated. The residue was partitioned between EtOAc (20 mL) and water (20 mL) and the organic layer separated, dried (Na2SO4) and evaporated. The residue was chromatog... The solvent is CCO (EtOH), O (water). Procedure details: A mixture of 1-[4-(4-acetyl-piperazin-1-yl)-phenyl]-ethanone (prepared following the procedure described in Example 16 STEP A, 533 mg, 2.16 mmol), 4-formylcinnamic acid (381 mg, 2.16 mmol) and 1.7 M KOH (2.54 ml) in EtOH (15 ml) and water (3 ml) was stirred overnight at room temperature. The resulting precipitate was filtered to get 260 mg of (E)-3-(4-{(E)-3-[4-(4-acetyl-piperazin-1-yl)-phenyl]-3-oxo-propenyl}-phenyl)-acrylic acid as its potassium salt. The mother liquors were acidified with 10%... Reaction conditions: time 8 hour. As a reaction SMILES: [C:1]([N:4]1[CH2:9][CH2:8][N:7]([C:10]2[CH:15]=[CH:14][C:13]([C:16](=[O:18])[CH3:17])=[CH:12][CH:11]=2)[CH2:6][CH2:5]1)(=[O:3])[CH3:2].[CH:19]([C:21]1[CH:31]=[CH:30][C:24]([CH:25]=[CH:26][C:27]([OH:29])=[O:28])=[CH:23][CH:22]=1)=O.[OH-].[K+]>CCO.O>[C:1]([N:4]1[CH2:9][CH2:8][N:7]([C:10]2[CH:15]=[CH:14][C:13]([C:16](=[O:18])/[CH:17]=[CH:19]/[C:21]3[CH:22]=[CH:23][C:24](/[CH:25]=[CH:26]/[C:27]([OH:29])=[O:28])=[CH:30][CH:31]=3)=[CH:12][CH:11]=2)[CH2:6][CH2:5]1)(=[O:3])[CH3:2] |f:2.3|. Reactants: C(C)(=O)N1CCN(CC1)C1=CC=C(C=C1)C(C)=O (1-[4-(4-acetyl-piperazin-1-yl)-phenyl]-ethanone), C(=O)C1=CC=C(C=CC(=O)O)C=C1 (4-formylcinnamic acid), [OH-].[K+] (KOH). Product: C(C)(=O)N1CCN(CC1)C1=CC=C(C=C1)C(/C=C/C1=CC=C(C=C1)/C=C/C(=O)O)=O ((E)-3-(4-{(E)-3-[4-(4-acetyl-piperazin-1-yl)-phenyl]-3-oxo-propenyl}-phenyl)-acrylic acid). Reaction SMILES: [Br:17][CH2:18][CH:19]([CH3:20])[CH3:21].[C:22](=[O:23])([O-:24])[O-:25].[CH3:1][O:2][C:3](=[O:4])[c:5]1[cH:6][c:7]2[c:8]([c:14]([OH:16])[cH:15]1)[CH2:9][C:10]([CH3:12])([CH3:13])[O:11]2.[Cs+:26].[Cs+:27].[O:28]=[CH:29][N:30]([CH3:31])[CH3:32]>>[CH3:1][O:2][C:3](=[O:4])[c:5]1[cH:6][c:7]2[c:8]([c:14]([O:16][CH2:18][CH:19]([CH3:20])[CH3:21])[cH:15]1)[CH2:9][C:10]([CH3:12])([CH3:13])[O:11]2. Reactants: CC(C)CBr, O=C([O-])[O-], COC(=O)c1cc(O)c2c(c1)OC(C)(C)C2, [Cs+], [Cs+], CN(C)C=O. Product: COC(=O)c1cc(OCC(C)C)c2c(c1)OC(C)(C)C2.